Dataset: the Open Reaction Database (ORD), a public repository of structured organic reaction records. Task: describe an organic reaction: reactants, conditions, products, and yield The product is O=C(O)CN1CCCOC1=O. RXN SMILES: [CH2:15]1[O:16][CH2:17][CH2:18][CH2:19]1.[CH3:1][CH:2]([C:3](=[O:4])[O-:5])[N:6]1[C:7](=[O:12])[O:8][CH2:9][CH2:10][CH2:11]1.[CH3:21][OH:22].[Na+:14].[OH-:13].[OH2:20]>>[CH2:2]([C:3](=[O:4])[OH:5])[N:6]1[C:7](=[O:12])[O:8][CH2:9][CH2:10][CH2:11]1. The reactants are C1CCOC1, CC(C(=O)[O-])N1CCCOC1=O, CO, [Na+], [OH-], O.